This data is from the Open Reaction Database (ORD), a public repository of structured organic reaction records. The task is: describe an organic reaction: reactants, conditions, products, and yield The reactants are CN(C)C=O, CN(C)CCCl, CCc1noc(C)c1C(=O)Nc1cccc(F)c1, [H-], [Na+], O. The product is CCc1noc(C)c1C(=O)N(CCN(C)C)c1cccc(F)c1. RXN SMILES: [CH3:21][N:22]([CH3:23])[CH:24]=[O:25].[CH3:26][N:27]([CH2:28][CH2:29][Cl:30])[CH3:31].[F:1][c:2]1[cH:3][c:4]([NH:8][C:9](=[O:10])[c:11]2[c:12]([CH2:17][CH3:18])[n:13][o:14][c:15]2[CH3:16])[cH:5][cH:6][cH:7]1.[H-:19].[Na+:20].[OH2:32]>>[F:1][c:2]1[cH:3][c:4]([N:8]([C:9](=[O:10])[c:11]2[c:12]([CH2:17][CH3:18])[n:13][o:14][c:15]2[CH3:16])[CH2:29][CH2:28][N:27]([CH3:26])[CH3:31])[cH:5][cH:6][cH:7]1.